Dataset: the Open Reaction Database (ORD), a public repository of structured organic reaction records. Task: describe an organic reaction: reactants, conditions, products, and yield Reactants: CCO, COc1ccc(-c2cc3cnc(N=CN(C)C)nc3nc2Cl)cc1. The product is COc1ccc(-c2cc3cnc(N)nc3nc2Cl)cc1. As a reaction SMILES: [CH3:25][CH2:26][OH:27].[Cl:1][c:2]1[c:3](-[c:17]2[cH:18][cH:19][c:20]([O:23][CH3:24])[cH:21][cH:22]2)[cH:4][c:5]2[c:6]([n:7][c:8]([N:11]=[CH:12][N:13]([CH3:14])[CH3:15])[n:9][cH:10]2)[n:16]1>>[Cl:1][c:2]1[c:3](-[c:17]2[cH:18][cH:19][c:20]([O:23][CH3:24])[cH:21][cH:22]2)[cH:4][c:5]2[c:6]([n:7][c:8]([NH2:11])[n:9][cH:10]2)[n:16]1. Procedure details: A solution of 9 g. (34.2 m moles) 2,4,6,8-tetramethylnonylbromide, 6 g. (1.06 eq) ethyl 4-aminobenzoate, and 5 g. (1.05 eq) dry, powdered potassium carbonate in 50 ml. hexamethylphosphoramide is stirred at 120° C. for 17 hours. The cooled solution is diluted with 100 ml. water, the precipitate is filtered and washed with 100 ml. 50% aqueous ethanol. The product is dried and crystallized twice from ethanol to colorless crystals. Conditions: temperature 120 celsius, time 17 hour. Product: CC(CNC1=CC=C(C(=O)OCC)C=C1)CC(CC(CC(C)C)C)C (ethyl 4-(2,4,6,8-tetramethylnonylamino)-benzoate). Reactants: CC(CBr)CC(CC(CC(C)C)C)C (2,4,6,8-tetramethylnonylbromide), NC1=CC=C(C(=O)OCC)C=C1 (ethyl 4-aminobenzoate). Reaction SMILES: [CH3:1][CH:2]([CH2:5][CH:6]([CH3:14])[CH2:7][CH:8]([CH3:13])[CH2:9][CH:10]([CH3:12])[CH3:11])[CH2:3]Br.[NH2:15][C:16]1[CH:26]=[CH:25][C:19]([C:20]([O:22][CH2:23][CH3:24])=[O:21])=[CH:18][CH:17]=1>>[CH3:1][CH:2]([CH2:5][CH:6]([CH3:14])[CH2:7][CH:8]([CH3:13])[CH2:9][CH:10]([CH3:12])[CH3:11])[CH2:3][NH:15][C:16]1[CH:17]=[CH:18][C:19]([C:20]([O:22][CH2:23][CH3:24])=[O:21])=[CH:25][CH:26]=1. The product is FC=1C=C(C=C(C1F)F)OCC1=C(C=C(C=C1F)C1=CC=C(C=C1)CCC)F ((3,4,5-trifluorophenyloxy)-[2,6-difluoro-4-(4-propylphenyl)phenyl]methane). The reactants are resultant solution, FC1=C(CO)C(=CC(=C1)C1=CC=C(C=C1)CCC)F (2,6-difluoro-4-(4-propylphenyl)benzyl alcohol), FC=1C=C(C=C(C1F)F)O (3,4,5-trifluorophenol), C1(=CC=CC=C1)P(C1=CC=CC=C1)C1=CC=CC=C1 (triphenylphosphine), CC(C)OC(=O)/N=N/C(=O)OC(C)C (DIAD). Reaction SMILES: [F:1][C:2]1[CH:9]=[C:8]([C:10]2[CH:15]=[CH:14][C:13]([CH2:16][CH2:17][CH3:18])=[CH:12][CH:11]=2)[CH:7]=[C:6]([F:19])[C:3]=1[CH2:4][OH:5].[F:20][C:21]1[CH:22]=[C:23](O)[CH:24]=[C:25]([F:28])[C:26]=1[F:27].C1(P(C2C=CC=CC=2)C2C=CC=CC=2)C=CC=CC=1.CC(OC(/N=N/C(OC(C)C)=O)=O)C>C1COCC1>[F:20][C:21]1[CH:22]=[C:23]([O:5][CH2:4][C:3]2[C:2]([F:1])=[CH:9][C:8]([C:10]3[CH:15]=[CH:14][C:13]([CH2:16][CH2:17][CH3:18])=[CH:12][CH:11]=3)=[CH:7][C:6]=2[F:19])[CH:24]=[C:25]([F:28])[C:26]=1[F:27]. Reaction conditions: time 1 hour. Isolated yield 75.7%. Procedure details: In a nitrogen atmosphere, 10.00 g of 2,6-difluoro-4-(4-propylphenyl)benzyl alcohol, 5.65 g of 3,4,5-trifluorophenol, and 13.01 g of triphenylphosphine were dissolved in 30 mL of THF, the resultant solution was cooled to −20° C., and 8.48 g of DIAD was added dropwise at such a rate that the inside temperature did not exceed −10° C. After stirring at room temperature for 1 hour, the solvent was distilled off under reduced pressure. Then, the residue was suspended by adding hexane, and precipitated... Run in C1CCOC1 (THF). Reactants: [Al+3], N#CC1(N2CCN(c3ccncc3)CC2)CCN(Cc2ccccc2)CC1, C1CCOC1, [H-], [H-], [H-], [H-], [Li+], O=S(=O)(O)O. Yields the product NCC1(N2CCN(c3ccncc3)CC2)CCN(Cc2ccccc2)CC1. Reaction SMILES: [Al+3:7].[CH2:12]([c:13]1[cH:14][cH:15][cH:16][cH:17][cH:18]1)[N:19]1[CH2:20][CH2:21][C:22]([C:25]#[N:26])([N:27]2[CH2:28][CH2:29][N:30]([c:33]3[cH:34][cH:35][n:36][cH:37][cH:38]3)[CH2:31][CH2:32]2)[CH2:23][CH2:24]1.[CH2:39]1[O:40][CH2:41][CH2:42][CH2:43]1.[H-:10].[H-:11].[H-:6].[H-:9].[Li+:8].[S:1](=[O:2])(=[O:3])([OH:4])[OH:5]>>[CH2:12]([c:13]1[cH:14][cH:15][cH:16][cH:17][cH:18]1)[N:19]1[CH2:20][CH2:21][C:22]([CH2:25][NH2:26])([N:27]2[CH2:28][CH2:29][N:30]([c:33]3[cH:34][cH:35][n:36][cH:37][cH:38]3)[CH2:31][CH2:32]2)[CH2:23][CH2:24]1.